Dataset: the Open Reaction Database (ORD), a public repository of structured organic reaction records. Task: describe an organic reaction: reactants, conditions, products, and yield Starting materials: CCO, [H][H], OCC1OC(n2cnc3c(NC4C=CCC4O)ncnc32)C(O)C1O. Yields the product OCC1OC(n2cnc3c(NC4CCCC4O)ncnc32)C(O)C1O. RXN SMILES: [CH3:28][CH2:29][OH:30].[H:26][H:27].[OH:1][CH:2]1[CH:3]([NH:7][c:8]2[c:9]3[n:10][cH:11][n:12]([CH:13]4[CH:14]([OH:15])[CH:16]([OH:17])[CH:18]([CH2:19][OH:20])[O:21]4)[c:22]3[n:23][cH:24][n:25]2)[CH:4]=[CH:5][CH2:6]1>>[OH:1][CH:2]1[CH:3]([NH:7][c:8]2[c:9]3[n:10][cH:11][n:12]([CH:13]4[CH:14]([OH:15])[CH:16]([OH:17])[CH:18]([CH2:19][OH:20])[O:21]4)[c:22]3[n:23][cH:24][n:25]2)[CH2:4][CH2:5][CH2:6]1.